This data is from the Open Reaction Database (ORD), a public repository of structured organic reaction records. The task is: describe an organic reaction: reactants, conditions, products, and yield Reactants: C(C=C)N1N=C(N=N1)C=1C=C(CCOCCC(=O)N(C2CCCCC2)CCN(C(OC(C)(C)C)=O)CCC2=CC=C(C3=C2OCC(N3)=O)OC(=O)OC(C)(C)C)C=CC1 (tert-Butyl 2-(3-(3-(2-allyl-2H-tetrazol-5-yl)phenethoxy)-N-cyclohexylpropanamido)ethyl(2-(5-(tert-butoxycarbonyloxy)-3-oxo-3,4-dihydro-2H-benzo[b][1,4]oxazin-8-yl)ethyl)carbamate), CN1C(N(C(CC1=O)=O)C)=O (1,3-dimethylpyrimidine-2,4,6(1H,3H,5H)-trione), C(=O)(C(F)(F)F)O (TFA). Reaction conditions: temperature 100 celsius, time 30 minute. Reported procedure: tert-Butyl 2-(3-(3-(2-allyl-2H-tetrazol-5-yl)phenethoxy)-N-cyclohexylpropanamido)ethyl(2-(5-(tert-butoxycarbonyloxy)-3-oxo-3,4-dihydro-2H-benzo[b][1,4]oxazin-8-yl)ethyl)carbamate [Example 15, Step v)] (170 mg), 1,3-dimethylpyrimidine-2,4,6(1H,3H,5H)-trione (97 mg) and tetrakis(triphenylphosphine)palladium(0) (24 mg, 0.02 mmol) were dissolved in DCM (2 mL) and sealed into a microwave tube. The reaction was heated to 100° C., over a period of 30 min in the microwave reactor. After cooling to rt, T... The product is FC(C(=O)O)(F)F.N=1NN=NC1C=1C=C(CCOCCC(=O)N(CCNCCC2=CC=C(C3=C2OCC(N3)=O)O)C3CCCCC3)C=CC1 (3-(3-(2H-Tetrazol-5-yl)phenethoxy)-N-cyclohexyl-N-(2-(2-(5-hydroxy-3-oxo-3,4-dihydro-2H-benzo[b][1,4]oxazin-8-yl)ethylamino)ethyl)propanamide Trifluoroacetic Acid Salt). The solvent is C(Cl)Cl (DCM). As a reaction SMILES: C([N:4]1[N:8]=[N:7][C:6]([C:9]2[CH:10]=[C:11]([CH:57]=[CH:58][CH:59]=2)[CH2:12][CH2:13][O:14][CH2:15][CH2:16][C:17]([N:19]([CH2:26][CH2:27][N:28]([CH2:36][CH2:37][C:38]2[C:43]3[O:44][CH2:45][C:46](=[O:48])[NH:47][C:42]=3[C:41]([O:49]C(OC(C)(C)C)=O)=[CH:40][CH:39]=2)C(=O)OC(C)(C)C)[CH:20]2[CH2:25][CH2:24][CH2:23][CH2:22][CH2:21]2)=[O:18])=[N:5]1)C=C.CN1C(=O)CC(=O)N(C)C1=O.[C:71]([OH:77])([C:73]([F:76])([F:75])[F:74])=[O:72]>C(Cl)Cl.C1C=CC([P]([Pd]([P](C2C=CC=CC=2)(C2C=CC=CC=2)C2C=CC=CC=2)([P](C2C=CC=CC=2)(C2C=CC=CC=2)C2C=CC=CC=2)[P](C2C=CC=CC=2)(C2C=CC=CC=2)C2C=CC=CC=2)(C2C=CC=CC=2)C2C=CC=CC=2)=CC=1>[F:74][C:73]([F:76])([F:75])[C:71]([OH:77])=[O:72].[N:7]1[NH:8][N:4]=[N:5][C:6]=1[C:9]1[CH:10]=[C:11]([CH:57]=[CH:58][CH:59]=1)[CH2:12][CH2:13][O:14][CH2:15][CH2:16][C:17]([N:19]([CH:20]1[CH2:25][CH2:24][CH2:23][CH2:22][CH2:21]1)[CH2:26][CH2:27][NH:28][CH2:36][CH2:37][C:38]1[C:43]2[O:44][CH2:45][C:46](=[O:48])[NH:47][C:42]=2[C:41]([OH:49])=[CH:40][CH:39]=1)=[O:18] |f:5.6,^1:84,86,105,124|. The reagents and catalysts are C=1C=CC(=CC1)[P](C=2C=CC=CC2)(C=3C=CC=CC3)[Pd]([P](C=4C=CC=CC4)(C=5C=CC=CC5)C=6C=CC=CC6)([P](C=7C=CC=CC7)(C=8C=CC=CC8)C=9C=CC=CC9)[P](C=1C=CC=CC1)(C=1C=CC=CC1)C=1C=CC=CC1 (tetrakis(triphenylphosphine)palladium(0)).